Dataset: the Open Reaction Database (ORD), a public repository of structured organic reaction records. Task: describe an organic reaction: reactants, conditions, products, and yield Reactants: CS(=O)(=O)NCC1=CC=C(C=C1)NC(OC1=CC=CC=C1)=O (phenyl 4-(methylsulfonamidomethyl)phenylcarbamate), C1(=CC(=CC=C1)C1=NC(=CC=C1CN)C(F)(F)F)C ((2-m-tolyl-6-(trifluoromethyl)pyridin-3-yl)methanamine). The reagents and catalysts are CN(C1=CC=NC=C1)C (4-dimethylaminopyridine). Run at temperature 50 celsius. Yields the product C1(=CC(=CC=C1)C1=NC(=CC=C1CNC(NC1=CC=C(CNS(=O)(=O)C)C=C1)=O)C(F)(F)F)C (N-(4-(3-((2-m-tolyl-6-(trifluoromethyl)pyridin-3-yl)methyl)ureido)benzyl)methanesulfonamide). As a reaction SMILES: [CH3:1][S:2]([NH:5][CH2:6][C:7]1[CH:12]=[CH:11][C:10]([NH:13][C:14](=[O:22])OC2C=CC=CC=2)=[CH:9][CH:8]=1)(=[O:4])=[O:3].[C:23]1([CH3:41])[CH:28]=[CH:27][CH:26]=[C:25]([C:29]2[C:34]([CH2:35][NH2:36])=[CH:33][CH:32]=[C:31]([C:37]([F:40])([F:39])[F:38])[N:30]=2)[CH:24]=1>CN(C)C1C=CN=CC=1>[C:23]1([CH3:41])[CH:28]=[CH:27][CH:26]=[C:25]([C:29]2[C:34]([CH2:35][NH:36][C:14](=[O:22])[NH:13][C:10]3[CH:9]=[CH:8][C:7]([CH2:6][NH:5][S:2]([CH3:1])(=[O:3])=[O:4])=[CH:12][CH:11]=3)=[CH:33][CH:32]=[C:31]([C:37]([F:39])([F:38])[F:40])[N:30]=2)[CH:24]=1. Procedure details: To a solution of phenyl 4-(methylsulfonamidomethyl)phenylcarbamate (59 mg, 0.18 mmol) acetonitrile (3 mL) was added 4-dimethylaminopyridine (23 mg, 0.18 mmol) and (2-m-tolyl-6-(trifluoromethyl)pyridin-3-yl)methanamine (49 mg, 0.18 mmol) at room temperature. The reaction mixture was heated to 50° C. for 16 h. TLC showed complete consumption of starting material. The reaction mixture was diluted with water and extracted with ethyl acetate. The organic part was washed with water and brine. The orga... The reactants are Cl.ClC=1C=C2C(=CNC2=CC1)C1CCN(CC1)CCCC(=O)N1CCCC2=CC=CC=C12 (5-Chloro-3-{1-[4-(3,4-dihydro-2H-quinolin-1-yl)-4-oxobutan-1-yl]piperidin-4-yl}-1H-indole, hydrochloride), ClC=1C=C2C(=CNC2=CC1)C1CCNCC1 (5-chloro-3-(piperidin-4-yl)-1H-indole), ClCCCC(=O)N1CCCC2=CC=CC=C12 (4-chloro-1-(3,4-dihydro-2H-quinolin-1-yl)butan-1-one). The product is Cl.ClC=1C=CC=C2C(=CNC12)C1CCN(CC1)CCC(=O)N1CC2=CC=CC=C2CC1 (7-Chloro-3-{1-[3-(3,4-dihydro-1H-isoquinolin-2-yl)-3-oxopropan-1-yl]piperidin-4-yl}-1H-indole, hydrochloride). As a reaction SMILES: Cl.[Cl:2][C:3]1[CH:4]=[C:5]2[C:9](=[CH:10][CH:11]=1)[NH:8][CH:7]=[C:6]2[CH:12]1[CH2:17][CH2:16][N:15](CCCC(N2C3C(=CC=CC=3)CCC2)=O)[CH2:14][CH2:13]1.ClC1C=C2C(=CC=1)NC=C2C1CCNCC1.ClC[CH2:51][CH2:52][C:53]([N:55]1[C:64]2[C:59](=[CH:60][CH:61]=[CH:62][CH:63]=2)[CH2:58][CH2:57][CH2:56]1)=[O:54]>>[ClH:2].[Cl:2][C:3]1[CH:11]=[CH:10][CH:9]=[C:5]2[C:4]=1[NH:8][CH:7]=[C:6]2[CH:12]1[CH2:13][CH2:14][N:15]([CH2:51][CH2:52][C:53]([N:55]2[CH2:56][CH2:57][C:58]3[C:59](=[CH:60][CH:61]=[CH:62][CH:63]=3)[CH2:64]2)=[O:54])[CH2:16][CH2:17]1 |f:0.1,4.5|. Procedure: 5-Chloro-3-{1-[4-(3,4-dihydro-2H-quinolin-1-yl)-4-oxobutan-1-yl]piperidin-4-yl}-1H-indole, hydrochloride from 5-chloro-3-(piperidin-4-yl)-1H-indole and 4-chloro-1-(3,4-dihydro-2H-quinolin-1-yl)butan-1-one. Mp 158-162° C. 1H NMR (DMSO-d6): 1.85-1.95 (m, 2H); 1.95-2.20 (m, 6H); 2.60-2.75 (m, 4H); 2.95-3.15 (m, 5H); 3.55 (d, 2H); 3.70 (t, 2H); 7.05-7.25 (m, 6H); 7.40 (d, 1H); 7.75 (s, 1H); 10.45 (broad s, 1H); 11.15 (s, 1H). MS m/z: 436 (MH+), 303. The reactants are COC(=O)[C@@H]1[C@H]([C@H]([C@@H](C1)C(=O)OC)CN=[N+]=[N-])CNC(=O)OC(C)(C)C ((±)-(1S,2S,3R,4R)-3-azidomethyl-2-(N-t-butoxycarbonylamino)methylcyclopentane-1,4-dicarboxylic acid dimethyl ester), C(C)(=O)OC(C)=O (acetic anhydride), C(C)(=O)OCC (ethyl acetate). Reagents/catalysts: [Pd] (palladium). Product: C(C)(=O)NC[C@@H]1[C@@H]([C@H](C[C@H]1C(=O)OC)C(=O)O)CNC(=O)OC(C)(C)C ((±)-(1S,2S,3R,4R)-3-Acetamidomethyl-2-(N-t-butoxycarbonylamino)methyl-4-methoxycarbonyl-cyclopentane-1-carboxylic Acid). Reaction SMILES: C[O:2][C:3]([C@H:5]1[CH2:9][C@@H](C(OC)=O)[C@H:7]([CH2:14][N:15]=[N+]=[N-])[C@@H:6]1[CH2:18][NH:19][C:20]([O:22][C:23]([CH3:26])([CH3:25])[CH3:24])=[O:21])=[O:4].[C:27]([O:30][C:31](=[O:33])[CH3:32])(=O)C.[C:34](OCC)(=[O:36])[CH3:35]>[Pd]>[C:34]([NH:15][CH2:14][C@H:7]1[C@H:32]([C:31]([O:30][CH3:27])=[O:33])[CH2:9][C@H:5]([C:3]([OH:2])=[O:4])[C@H:6]1[CH2:18][NH:19][C:20]([O:22][C:23]([CH3:24])([CH3:25])[CH3:26])=[O:21])(=[O:36])[CH3:35]. Procedure: A mixture of (±)-(1S,2S,3R,4R)-3-azidomethyl-2-(N-t-butoxycarbonylamino)methylcyclopentane-1,4-dicarboxylic acid dimethyl ester (386 mg, 1.04 mmole), acetic anhydride (0.25 mL) and palladium (25 mg, 10% on carbon) in 10 mL of ethyl acetate was stirred vigorously at room temperature under an hydrogen atmosphere. Upon completion, as determined by TLC, the reaction mixture was filtered and concentrated in vacuo. The residue was purified by chromatography on silica gel using 75% ethyl acetate in hex... Starting materials: COCCOC, Cc1nc(Cl)cc(Cl)n1, [NH4+], [OH-], O. Yields the product Cc1nc(N)cc(Cl)n1. RXN SMILES: [CH3:12][O:13][CH2:14][CH2:15][O:16][CH3:17].[Cl:1][c:2]1[n:3][c:4]([CH3:9])[n:5][c:6]([Cl:8])[cH:7]1.[NH4+:10].[OH-:11].[OH2:18]>>[Cl:1][c:2]1[n:3][c:4]([CH3:9])[n:5][c:6]([NH2:10])[cH:7]1. Reactants: ClC=1C=C(C=CC1)C(=O)C (methyl 3-chlorophenyl ketone), C[Mg]Br (methylmagnesium bromide). The solvent is O1CCCC1 (tetrahydrofuran). The product is ClC=1C=C(C=CC1)C(C)(C)O (2-(3-chlorophenyl)propan-2-ol). Reaction SMILES: [Cl:1][C:2]1[CH:3]=[C:4]([C:8]([CH3:10])=[O:9])[CH:5]=[CH:6][CH:7]=1.[CH3:11][Mg]Br>O1CCCC1>[Cl:1][C:2]1[CH:3]=[C:4]([C:8]([OH:9])([CH3:11])[CH3:10])[CH:5]=[CH:6][CH:7]=1. Procedure: This compound is prepared in a manner analogous to that of Step A of this Example, using 13.9 grams (0.09 mole) of methyl 3-chlorophenyl ketone and 33.3 mL of methylmagnesium bromide (3.0M in diethyl ether) in 50 mL of dry tetrahydrofuran, yielding 2-(3-chlorophenyl)propan-2-ol. Yield: 23.3%. Run at time 7 hour. Procedure: To 2.2 ml of chloroform were added 0.29 ml of diisopropylethylamine, 0.2 g of 4-(2-butynyloxy)-6-chloropyrimidine, and 0.17 g of 2-fluorothiophenol, followed by stirring at room temperature for 7 hours. Then, a saturated aqueous ammonium chloride solution was poured into the reaction mixture, which was extracted three times with t-butyl methyl ether. The organic layers were combined, washed with water, dried over anhydrous magnesium sulfate, and then concentrated. The residue was subjected to si... Solvent: C(Cl)(Cl)Cl (chloroform). The reactants are C(C)(C)N(CC)C(C)C (diisopropylethylamine), C(C#CC)OC1=NC=NC(=C1)Cl (4-(2-butynyloxy)-6-chloropyrimidine), FC1=C(C=CC=C1)S (2-fluorothiophenol), [Cl-].[NH4+] (ammonium chloride). Product: C(C#CC)OC1=NC=NC(=C1)SC1=C(C=CC=C1)F (4-(2-butynyloxy)-6-(2-fluorophenylthio)pyrimidine). Reaction SMILES: C(N(C(C)C)CC)(C)C.[CH2:10]([O:14][C:15]1[CH:20]=[C:19](Cl)[N:18]=[CH:17][N:16]=1)[C:11]#[C:12][CH3:13].[F:22][C:23]1[CH:28]=[CH:27][CH:26]=[CH:25][C:24]=1[SH:29].[Cl-].[NH4+]>C(Cl)(Cl)Cl>[CH2:10]([O:14][C:15]1[CH:20]=[C:19]([S:29][C:24]2[CH:25]=[CH:26][CH:27]=[CH:28][C:23]=2[F:22])[N:18]=[CH:17][N:16]=1)[C:11]#[C:12][CH3:13] |f:3.4|. The reactants are CCC(C)=O, CC12CC(F)C3c4ccc(O)cc4CC(CCCCCCCl)C3C1CCC2=O, [I-], [Na+], O. Product: CC12CC(F)C3c4ccc(O)cc4CC(CCCCCCI)C3C1CCC2=O. As a reaction SMILES: [CH3:32][C:33]([CH2:34][CH3:35])=[O:36].[Cl:1][CH2:2][CH2:3][CH2:4][CH2:5][CH2:6][CH2:7][CH:8]1[CH:9]2[CH:10]3[CH2:11][CH2:12][C:13](=[O:28])[C:14]3([CH3:15])[CH2:16][CH:17]([F:27])[CH:18]2[c:19]2[cH:20][cH:21][c:22]([OH:26])[cH:23][c:24]2[CH2:25]1.[I-:30].[Na+:29].[OH2:31]>>[CH2:2]([CH2:3][CH2:4][CH2:5][CH2:6][CH2:7][CH:8]1[CH:9]2[CH:10]3[CH2:11][CH2:12][C:13](=[O:28])[C:14]3([CH3:15])[CH2:16][CH:17]([F:27])[CH:18]2[c:19]2[cH:20][cH:21][c:22]([OH:26])[cH:23][c:24]2[CH2:25]1)[I:30]. Starting materials: COc1cc(Cl)nc(CO[Si](C)(C)C(C)(C)C)c1, [Li]CCCC, CN(C)C=O, CC(C)NC(C)C, [Cl-], [NH4+], C1CCOC1, O. Yields the product COc1cc(CO[Si](C)(C)C(C)(C)C)nc(Cl)c1C=O. RXN SMILES: [C:13]([CH3:14])([CH3:15])([CH3:16])[Si:17]([O:18][CH2:19][c:20]1[n:21][c:22]([Cl:28])[cH:23][c:24]([O:26][CH3:27])[cH:25]1)([CH3:29])[CH3:30].[CH2:8]([Li:9])[CH2:10][CH2:11][CH3:12].[CH3:39][N:40]([CH3:41])[CH:42]=[O:43].[CH:1]([NH:2][CH:3]([CH3:4])[CH3:5])([CH3:6])[CH3:7].[Cl-:31].[NH4+:32].[O:33]1[CH2:34][CH2:37][CH2:36][CH2:35]1.[OH2:38]>>[C:13]([CH3:14])([CH3:15])([CH3:16])[Si:17]([O:18][CH2:19][c:20]1[n:21][c:22]([Cl:28])[c:23]([CH:34]=[O:33])[c:24]([O:26][CH3:27])[cH:25]1)([CH3:29])[CH3:30]. Starting materials: BrC(C(=O)Br)C (2-bromopropionic acid bromide), NCC(=O)NCCN(C(C1=C(C(C(=O)O)=C(C(=C1I)NC)I)I)=O)CCNC(CN)=O (N,N-bis-[2-(2-aminoacetylamino)ethyl]-5-(methylamino)-2,4,6-triiodoisophthalic acid amide), ice water. Run in CC(=O)N(C)C (dimethylacetamide). Run at temperature 40 celsius, time 20 hour. The product is BrC(C(=O)NCC(=O)NCCN(C(C1=C(C(C(=O)O)=C(C(=C1I)NCC(C(C)Br)=O)I)I)=O)CCNC(CNC(C(C)Br)=O)=O)C (N,N-Bis-[2-(2-bromopropionylaminoacetylamino)ethyl)-5-[(2-bromopropionyl)methylamino]-2,4,6-triiodoisophthalic acid amide). RXN SMILES: [NH2:1][CH2:2][C:3]([NH:5][CH2:6][CH2:7][N:8]([CH2:25][CH2:26][NH:27][C:28](=[O:31])[CH2:29][NH2:30])[C:9](=[O:24])[C:10]1[C:18]([I:19])=[C:17]([NH:20][CH3:21])[C:16]([I:22])=[C:12]([C:13]([OH:15])=[O:14])[C:11]=1[I:23])=[O:4].[Br:32][CH:33]([CH3:37])[C:34](Br)=[O:35]>CC(N(C)C)=O>[Br:32][CH:33]([CH3:37])[C:34]([NH:30][CH2:29][C:28]([NH:27][CH2:26][CH2:25][N:8]([CH2:7][CH2:6][NH:5][C:3](=[O:4])[CH2:2][NH:1][C:34](=[O:35])[CH:33]([Br:32])[CH3:37])[C:9](=[O:24])[C:10]1[C:18]([I:19])=[C:17]([NH:20][CH2:21][C:34](=[O:35])[CH:33]([Br:32])[CH3:37])[C:16]([I:22])=[C:12]([C:13]([OH:15])=[O:14])[C:11]=1[I:23])=[O:31])=[O:35]. Reported procedure: 57.8 g (75 mmol) of N,N-bis-[2-(2-aminoacetylamino)ethyl]-5-(methylamino)-2,4,6-triiodoisophthalic acid amide is dissolved in 500 ml of dimethylacetamide, and 75.5 g (350 mmol) of 2-bromopropionic acid bromide (Aldrich) is added in drops over 15 minutes at 0° C. Then, it is stirred for 20 hours at 40° C. The reaction mixture is poured into 4000 ml of ice water, the solid that accumulates is filtered off, dissolved in 800 ml of ethyl acetate and extracted three times with 250 ml each of water. Th...